describe an organic reaction: reactants, conditions, products, and yield From a dataset of the Open Reaction Database (ORD), a public repository of structured organic reaction records. Reactants: CC1=CC=C(C=C1)S(=O)(=O)OC[C@H]1OC[C@@H](OC1)CO (rac ((2S*,5S*)-5-(hydroxymethyl)-1,4-dioxan-2-yl)methyl 4-methylbenzenesulfonate), C(C(=O)Cl)(=O)Cl (oxalyl chloride), CS(=O)C (DMSO), TEA. The solvent is C(Cl)Cl (DCM), C(Cl)Cl (DCM), C(Cl)Cl (DCM). Run at time 20 minute. The product is CC1=CC=C(C=C1)S(=O)(=O)OC[C@H]1OC[C@@H](OC1)C=O (((2S*,5R*)-5-formyl-1,4-dioxan-2-yl)methyl 4-methylbenzenesulfonate). Isolated yield 100.6%. As a reaction SMILES: C(Cl)(=O)C(Cl)=O.CS(C)=O.[CH3:11][C:12]1[CH:17]=[CH:16][C:15]([S:18]([O:21][CH2:22][C@@H:23]2[CH2:28][O:27][C@@H:26]([CH2:29][OH:30])[CH2:25][O:24]2)(=[O:20])=[O:19])=[CH:14][CH:13]=1>C(Cl)Cl>[CH3:11][C:12]1[CH:17]=[CH:16][C:15]([S:18]([O:21][CH2:22][C@@H:23]2[CH2:28][O:27][C@@H:26]([CH:29]=[O:30])[CH2:25][O:24]2)(=[O:20])=[O:19])=[CH:14][CH:13]=1. Procedure details: A solution of oxalyl chloride (14.2 mL, 165.5 mmol, Spectrochem) in DCM (30 mL) was cooled to −78° C. and was added DMSO (21.1 mL, 298 mmol, Spectrochem) drop wise. The reaction mixture was stirred for 20 minutes at the same temperature and a solution of rac ((2S*,5S*)-5-(hydroxymethyl)-1,4-dioxan-2-yl)methyl 4-methylbenzenesulfonate (20 g, 66.2 mmol, Preparation #11: Step c) in DCM (60 mL) was added slowly. The reaction mixture was stirred at the same temperature for another 1 h and quenched wi... The reactants are solid, BrC1=CC(=CC=2C(=C3N(C12)CCNC3=O)C)F (6-bromo-8-fluoro-10-methyl-3,4-dihydro-2H-pyrazino[1,2-a]indol-1-one), BrC1=CC(=CC=2C(=C3N(C12)CCNC3=O)C)F (6-bromo-8-fluoro-10-methyl-3,4-dihydro-2H-pyrazino[1,2-a]indol-1-one), COC1=NC=C(C=N1)B(O)O (2-methoxy-pyrimidin-5-ylboronic acid). Product: FC1=CC=2C(=C3N(C2C(=C1)C=1C=NC(=NC1)OC)CCNC3=O)C (8-Fluoro-6-(2-methoxy-pyrimidin-5-yl)-10-methyl-3,4-dihydro-2H-pyrazino[1,2-a]indol-1-one). As a reaction SMILES: Br[C:2]1[C:10]2[N:9]3[CH2:11][CH2:12][NH:13][C:14](=[O:15])[C:8]3=[C:7]([CH3:16])[C:6]=2[CH:5]=[C:4]([F:17])[CH:3]=1.[CH3:18][O:19][C:20]1[N:25]=[CH:24][C:23](B(O)O)=[CH:22][N:21]=1>>[F:17][C:4]1[CH:3]=[C:2]([C:23]2[CH:22]=[N:21][C:20]([O:19][CH3:18])=[N:25][CH:24]=2)[C:10]2[N:9]3[CH2:11][CH2:12][NH:13][C:14](=[O:15])[C:8]3=[C:7]([CH3:16])[C:6]=2[CH:5]=1. Procedure details: The title compound, white solid (50 mg, 61%), MS (ISP) m/z=327.5 [(M+H)+], mp 271° C., was prepared in accordance with the general method of example 1 from 6-bromo-8-fluoro-10-methyl-3,4-dihydro-2H-pyrazino[1,2-a]indol-1-one (intermediate 14) (74.3 mg, 0.25 mmol) and commercially available 2-methoxy-pyrimidin-5-ylboronic acid (50.0 mg, 0.325 mmol). RXN SMILES: [CH3:28][S:29]([OH:30])(=[O:31])=[O:32].[CH3:33][OH:34].[NH2:1][CH2:2][CH2:3][CH2:4][O:5][c:6]1[c:7](-[c:14]2[cH:15][c:16]([NH:19][c:20]3[n:21][cH:22][c:23]([C:26]#[N:27])[n:24][cH:25]3)[n:17][nH:18]2)[c:8]([O:12][CH3:13])[cH:9][cH:10][cH:11]1>>[CH3:28][S:29](=[O:30])(=[O:31])[OH:32].[NH2:1][CH2:2][CH2:3][CH2:4][O:5][c:6]1[c:7](-[c:14]2[cH:15][c:16]([NH:19][c:20]3[n:21][cH:22][c:23]([C:26]#[N:27])[n:24][cH:25]3)[n:17][nH:18]2)[c:8]([O:12][CH3:13])[cH:9][cH:10][cH:11]1. The reactants are CS(=O)(=O)O, CO, COc1cccc(OCCCN)c1-c1cc(Nc2cnc(C#N)cn2)n[nH]1. Product: CS(=O)(=O)O, COc1cccc(OCCCN)c1-c1cc(Nc2cnc(C#N)cn2)n[nH]1. Run in ClCCCl (1,2-dichloroethane). RXN SMILES: C(O[CH:5]1[CH2:11][CH2:10][CH2:9][CH2:8][C:7]([C:12]2[CH:17]=[CH:16][CH:15]=[CH:14][C:13]=2[CH3:18])=[CH:6]1)(=O)C.C[Si]([N:23]=[N+:24]=[N-:25])(C)C.Cl([O-])(=O)(=O)=O.[Mg+2].Cl([O-])(=O)(=O)=O.O>ClCCCl>[N:23]([CH:5]1[CH2:11][CH2:10][CH2:9][CH2:8][C:7]([C:12]2[CH:17]=[CH:16][CH:15]=[CH:14][C:13]=2[CH3:18])=[CH:6]1)=[N+:24]=[N-:25] |f:2.3.4|. The product is N(=[N+]=[N-])C1C=C(CCCC1)C1=C(C=CC=C1)C (3-Azido-1-(2-methylphenyl)-1-cycloheptene). The reactants are C(C)(=O)OC1C=C(CCCC1)C1=C(C=CC=C1)C (3-(2-Methylphenyl)-2-cyclohepten-1-yl acetate), C[Si](C)(C)N=[N+]=[N-] (trimethylsilyl azide), O (H2O), Cl(=O)(=O)(=O)[O-].[Mg+2].Cl(=O)(=O)(=O)[O-] (magnesium perchlorate). Reported procedure: To a solution of the compound obtained in Step C (3.52 g/14.65 mmol) in 50 ml of 1,2-dichloroethane there are added dropwise trimethylsilyl azide (TMSN3), and then 0.326 g (1.46 mmol) of magnesium perchlorate (Mg(ClO4)2), and the whole is stirred at room temperature overnight. Hydrolysis is then carried out using H2O, followed by extraction with AcOEt; the organic phases are then combined, washed with a saturated NaCl solution, dried over MgSO4 and concentrated to dryness. The yellow oil so obta...